Dataset: the Open Reaction Database (ORD), a public repository of structured organic reaction records. Task: describe an organic reaction: reactants, conditions, products, and yield RXN SMILES: [SH:1][CH:2]([CH3:6])[C:3]([OH:5])=[O:4].[CH2:7]([OH:10])[CH:8]=[CH2:9].[C:11]1(C)[CH:16]=CC(S(O)(=O)=O)=C[CH:12]=1>>[OH:10][CH2:7][CH2:8][CH2:9][S:1][CH:2]([CH3:6])[C:3]([O:5][CH2:16][CH:11]=[CH2:12])=[O:4]. The reactants are SC(C(=O)O)C (2-mercapto propionic acid), C(C=C)O (allyl alcohol), C1(=CC=C(C=C1)S(=O)(=O)O)C (para-toluene sulfonic acid). Reported procedure: Into a 250 cc reaction flask equipped with stirrer, thermometer, reflux condenser and heating mantle are placed 26.5 grams of 2-mercapto propionic acid (0.25 moles); 58 grams allyl alcohol (1.0 moles) and 0.2 grams of para-toluene sulfonic acid. With stirring, the reaction mass is heated to reflux and maintained at reflux for a period of 8 hours. At the end of the 8 hour period, the reaction mass is cooled to room temperature and transferred to a separatory funnel. The reaction mass is then extr... The product is OCCCSC(C(=O)OCC=C)C (2(3-Hydroxypropylthio)Propionic Acid, Allyl Ester). Run in CC(=O)C (acetone). Procedure: A solution of hydrochloric acid (0.8 mmol; 0.8 ml; 1N in ether) is added to a solution of the compound of Example 29 (0.44 mmol; 196 mg) in acetone (4 ml). The precipitate is filtered, washed with a little acetone, with ether and dried under reduced pressure. 180 mg of the expected product is obtained in the form of a white powder. The yield is 84.5%. The product is Cl.S1C(=CC=C1)C(=O)OC1C2OC2(CC2OC(C(C2C2OC(C(C1N(C)C)=C2)=O)C)=O)C (12-(dimethylamino)-3,8-dimethyl-4,14-dioxo-5,9,15-trioxatetracyclo[11.2.1.02,6.08,10]hexadec-13(16)-en-11-yl 2-thiophenecarboxylate hydrochloride). As a reaction SMILES: [ClH:1].[S:2]1[CH:6]=[CH:5][CH:4]=[C:3]1[C:7]([O:9][CH:10]1[CH:24]([N:25]([CH3:27])[CH3:26])[C:23]2=[CH:28][CH:20]([O:21][C:22]2=[O:29])[CH:19]2[CH:15]([O:16][C:17](=[O:31])[CH:18]2[CH3:30])[CH2:14][C:13]2([CH3:32])[CH:11]1[O:12]2)=[O:8]>CC(C)=O>[ClH:1].[S:2]1[CH:6]=[CH:5][CH:4]=[C:3]1[C:7]([O:9][CH:10]1[CH:24]([N:25]([CH3:27])[CH3:26])[C:23]2=[CH:28][CH:20]([O:21][C:22]2=[O:29])[CH:19]2[CH:15]([O:16][C:17](=[O:31])[CH:18]2[CH3:30])[CH2:14][C:13]2([CH3:32])[CH:11]1[O:12]2)=[O:8] |f:3.4|. Reactants: Cl (hydrochloric acid), S1C(=CC=C1)C(=O)OC1C2OC2(CC2OC(C(C2C2OC(C(C1N(C)C)=C2)=O)C)=O)C (12-(dimethylamino)-3,8-dimethyl-4,14-dioxo-5,9,15-trioxatetracyclo[11.2.1.02,6.08,10]hexadec-13(16)-en-11-yl 2-thiophenecarboxylate).